The task is: describe an organic reaction: reactants, conditions, products, and yield. This data is from the Open Reaction Database (ORD), a public repository of structured organic reaction records. Reactants: [H-].[Na+] (NaH), C(C)OC(C=CC1=CC(=CC=C1)F)=O (3-(3-Fluorophenyl)acrylic acid ethyl ester), CCO (EtOH), C(CC(=O)OCC)(=O)OCC (diethyl malonate). The solvent is C1CCOC1 (THF). Reaction conditions: time 1 hour. Yields the product C(C)OC(C(C(CC(=O)OCC)C1=CC(=CC=C1)F)C(=O)OCC)=O (2-Ethoxycarbonyl-3-(3-fluoro-phenyl)-pentanedioic acid diethyl ester). Reaction SMILES: [H-].[Na+].[C:3]([O:11][CH2:12][CH3:13])(=[O:10])[CH2:4][C:5]([O:7][CH2:8][CH3:9])=[O:6].[CH2:14]([O:16][C:17](=[O:27])[CH:18]=[CH:19][C:20]1[CH:25]=[CH:24][CH:23]=[C:22]([F:26])[CH:21]=1)[CH3:15].CCO>C1COCC1>[CH2:12]([O:11][C:3](=[O:10])[CH:4]([C:5]([O:7][CH2:8][CH3:9])=[O:6])[CH:19]([C:20]1[CH:25]=[CH:24][CH:23]=[C:22]([F:26])[CH:21]=1)[CH2:18][C:17]([O:16][CH2:14][CH3:15])=[O:27])[CH3:13] |f:0.1|. Reported procedure: To a suspension of NaH (1.59 g, 63.1 mmol) in 200 mL THF was added diethyl malonate (10.0 g, 62.4 mmol) gradually. The reaction mixture was stirred for 1 hr at room temperature. 3-(3-Fluorophenyl)acrylic acid ethyl ester (2-1) (11.1 g, 57.2 mmol; prepared via standard procedures from 3-fluorocinnamic acid) and EtOH (5 mL) are added. The mixture was then stirred at 90° C. for 12 hr, concentrated under diminished pressure and treated with 50 mL 10% sodium hydrogencarbonate solution. The aqueous mi... Reactants: CCN1C(=O)CCCc2c1ccc([N+](=O)[O-])c2OC, ClCCl, CN(C)CCN(C)C, C[Si](C)(C)I, I. Yields the product CCN1C(=O)C(I)CCc2c1ccc([N+](=O)[O-])c2OC. RXN SMILES: [CH2:1]([CH3:2])[N:3]1[c:4]2[c:5]([c:11]([O:18][CH3:19])[c:12]([N+:15](=[O:16])[O-:17])[cH:13][cH:14]2)[CH2:6][CH2:7][CH2:8][C:9]1=[O:10].[CH2:34]([Cl:35])[Cl:36].[CH3:20][N:21]([CH3:22])[CH2:23][CH2:24][N:25]([CH3:26])[CH3:27].[I:28][Si:29]([CH3:30])([CH3:31])[CH3:32].[I:33]>>[CH2:1]([CH3:2])[N:3]1[c:4]2[c:5]([c:11]([O:18][CH3:19])[c:12]([N+:15](=[O:16])[O-:17])[cH:13][cH:14]2)[CH2:6][CH2:7][CH:8]([I:28])[C:9]1=[O:10]. Starting materials: C1=CC(=CC=C1O)C (p-cresol), C=O (formalin), [OH-].[Na+] (sodium hydroxide), Cl (hydrochloric acid). Run at time 4 hour. The product is C1=CC(=CC=C1O)C.C=O (p-cresol formaldehyde). RXN SMILES: [CH:1]1[C:6]([OH:7])=[CH:5][CH:4]=[C:3]([CH3:8])[CH:2]=1.[CH2:9]=[O:10].[OH-].[Na+].Cl>>[CH:5]1[C:6]([OH:7])=[CH:1][CH:2]=[C:3]([CH3:8])[CH:4]=1.[CH2:9]=[O:10] |f:2.3,5.6|. Procedure details: A reaction vessel was charged with 108 g (1 mole) of p-cresol, 162 g (2 moles as HCHO) of 37% formalin and 4 g (0.1 mole) of sodium hydroxide, and reaction was carried out at 80° C. for 4 hours. The reaction mixture was cooled to room temperature, neutralized with 2 N hydrochloric acid and washed with water to obtain 98 g of a resol type p-cresol/formaldehyde resin. The number average molecular weight Mn of the obtained resin was 330 as determined according to the vapor pressure osmometry in dim...